Dataset: the Open Reaction Database (ORD), a public repository of structured organic reaction records. Task: describe an organic reaction: reactants, conditions, products, and yield Reactants: FC1=C(C=CC(=C1)O)C(=O)N1[C@@H](CCC1)CN1CCCC1 ((2-Fluoro-4-hydroxy-phenyl)-(2-(S)-pyrrolidin-1-ylmethyl-pyrrolidin-1-yl)-methanone), BrCC1=CC=C(S1)C#N (5-bromomethyl-thiophene-2-carbonitrile). Yields the product FC=1C=C(OCC2=CC=C(S2)C#N)C=CC1C(=O)N1[C@@H](CCC1)CN1CCCC1 (5-[3-Fluoro-4-(2-(S)-pyrrolidin-1-ylmethyl-pyrrolidine-1-carbonyl)-phenoxymethyl]-thiophene-2-carbonitrile). RXN SMILES: [F:1][C:2]1[CH:7]=[C:6]([OH:8])[CH:5]=[CH:4][C:3]=1[C:9]([N:11]1[CH2:15][CH2:14][CH2:13][C@H:12]1[CH2:16][N:17]1[CH2:21][CH2:20][CH2:19][CH2:18]1)=[O:10].Br[CH2:23][C:24]1[S:28][C:27]([C:29]#[N:30])=[CH:26][CH:25]=1>>[F:1][C:2]1[CH:7]=[C:6]([CH:5]=[CH:4][C:3]=1[C:9]([N:11]1[CH2:15][CH2:14][CH2:13][C@H:12]1[CH2:16][N:17]1[CH2:21][CH2:20][CH2:19][CH2:18]1)=[O:10])[O:8][CH2:23][C:24]1[S:28][C:27]([C:29]#[N:30])=[CH:26][CH:25]=1. Procedure details: The title compound is prepared in a manner substantially analogous to Procedure B using (2-Fluoro-4-hydroxy-phenyl)-(2-(S)-pyrrolidin-1-ylmethyl-pyrrolidin-1-yl)-methanone and 5-bromomethyl-thiophene-2-carbonitrile [CAS 134135-41-4]. MS (ES+) m/e 414.2 Starting materials: NC=1SC(=C(N1)C(=O)N1[C@H]2C[C@H]2C[C@H]1CN)C1=CC(=CC=C1)F ([2-amino-5-(3-fluoro-phenyl)-thiazol-4-yl]-((1S,3S,5S)-3-aminomethyl-2-aza-bicyclo[3.1.0]hex-2-yl)-methanone), N1N=C(C2=CC=CC=C12)C(=O)O (1H-indazole-3-carboxylic acid). The product is NC=1SC(=C(N1)C(=O)N1[C@H]2C[C@H]2C[C@H]1CNC(=O)C1=NNC2=CC=CC=C12)C1=CC(=CC=C1)F (1H-indazole-3-carboxylic acid {(1S,3S,5S)-2-[2-amino-5-(3-fluoro-phenyl)-thiazole-4-carbonyl]-2-aza-bicyclo[3.1.0]hex-3-ylmethyl}-amide). As a reaction SMILES: [NH2:1][C:2]1[S:3][C:4]([C:17]2[CH:22]=[CH:21][CH:20]=[C:19]([F:23])[CH:18]=2)=[C:5]([C:7]([N:9]2[C@H:14]([CH2:15][NH2:16])[CH2:13][C@H:12]3[C@@H:10]2[CH2:11]3)=[O:8])[N:6]=1.[NH:24]1[C:32]2[C:27](=[CH:28][CH:29]=[CH:30][CH:31]=2)[C:26]([C:33](O)=[O:34])=[N:25]1>>[NH2:1][C:2]1[S:3][C:4]([C:17]2[CH:22]=[CH:21][CH:20]=[C:19]([F:23])[CH:18]=2)=[C:5]([C:7]([N:9]2[C@H:14]([CH2:15][NH:16][C:33]([C:26]3[C:27]4[C:32](=[CH:31][CH:30]=[CH:29][CH:28]=4)[NH:24][N:25]=3)=[O:34])[CH2:13][C@H:12]3[C@@H:10]2[CH2:11]3)=[O:8])[N:6]=1. Procedure: prepared by reaction of [2-amino-5-(3-fluoro-phenyl)-thiazol-4-yl]-((1S,3S,5S)-3-aminomethyl-2-aza-bicyclo[3.1.0]hex-2-yl)-methanone with 1H-indazole-3-carboxylic acid. LC-MS (basic): tR=0.79 min; [M+H]+=477.1. Reactants: ClC(=O)OC1=CC=C(C=C1)NC(CC1CCCCC1)=O (4-(2-cyclohexyl-acetylamino)-phenyl chloroformate), COC1=CC=C(CN2CCNCC2)C=C1 (1-(4-methoxybenzyl)-piperazine). The product is C1(CCCCC1)CC(=O)NC1=CC=C(C=C1)OC(=O)N1CCN(CC1)CC1=CC=C(C=C1)OC (4-(4-Methoxy-benzyl)-piperazine-1-carboxylic acid 4-(2-cyclohexyl-acetylamino)-phenyl ester). Reaction SMILES: Cl[C:2]([O:4][C:5]1[CH:10]=[CH:9][C:8]([NH:11][C:12](=[O:20])[CH2:13][CH:14]2[CH2:19][CH2:18][CH2:17][CH2:16][CH2:15]2)=[CH:7][CH:6]=1)=[O:3].[CH3:21][O:22][C:23]1[CH:35]=[CH:34][C:26]([CH2:27][N:28]2[CH2:33][CH2:32][NH:31][CH2:30][CH2:29]2)=[CH:25][CH:24]=1>>[CH:14]1([CH2:13][C:12]([NH:11][C:8]2[CH:9]=[CH:10][C:5]([O:4][C:2]([N:31]3[CH2:30][CH2:29][N:28]([CH2:27][C:26]4[CH:34]=[CH:35][C:23]([O:22][CH3:21])=[CH:24][CH:25]=4)[CH2:33][CH2:32]3)=[O:3])=[CH:6][CH:7]=2)=[O:20])[CH2:19][CH2:18][CH2:17][CH2:16][CH2:15]1. Procedure: The title compound was prepared from 4-(2-cyclohexyl-acetylamino)-phenyl chloroformate and 1-(4-methoxybenzyl)-piperazine, preparative HPLC (Method C) (49%, white crystals). HPLC-MS m/z=466.3 (M+1), Rt: 2.85 min.